Dataset: the Open Reaction Database (ORD), a public repository of structured organic reaction records. Task: describe an organic reaction: reactants, conditions, products, and yield The reactants are C(C1=CC=CC=C1)OC=1C=C(O[Si](C)(C)C(C)(C)C)C=CC1[N+](=O)[O-] ((3-benzyloxy-4-nitrophenoxy)-tert-butyldimethylsilane). Reagents/catalysts: [Pt] (Pt/C). The solvent is CCOC(=O)C (EtOAc). The product is C(C1=CC=CC=C1)OC1=C(C=CC(=C1)O[Si](C)(C)C(C)(C)C)N (2-Benzyloxy-4-(tert-butyldimethylsilanyloxy)-phenylamine). As a reaction SMILES: [CH2:1]([O:8][C:9]1[CH:10]=[C:11]([CH:20]=[CH:21][C:22]=1[N+:23]([O-])=O)[O:12][Si:13]([C:16]([CH3:19])([CH3:18])[CH3:17])([CH3:15])[CH3:14])[C:2]1[CH:7]=[CH:6][CH:5]=[CH:4][CH:3]=1>CCOC(C)=O.[Pt]>[CH2:1]([O:8][C:9]1[CH:10]=[C:11]([O:12][Si:13]([C:16]([CH3:18])([CH3:17])[CH3:19])([CH3:14])[CH3:15])[CH:20]=[CH:21][C:22]=1[NH2:23])[C:2]1[CH:3]=[CH:4][CH:5]=[CH:6][CH:7]=1. Procedure: A solution of (3-benzyloxy-4-nitrophenoxy)-tert-butyldimethylsilane in EtOAc (50 mL) is hydrogenated over 5% Pt/C (630 mg) at 1 atm for 18 h. The catalyst is filtered off through Celite and the solvent removed under reduced pressure to afford the title compound as an oil: 1H NMR (CDCl3δ7.26 (m, 5H), 6.48 (d, J=8.3 Hz, 1H), 6.29 (d, J=2.5 Hz, 1H), 6.19 (dd, J=8.3, 2.5 Hz, 1H), 4.93 (s, 2H), 0.83 (s, 9H), 0.00 (s, 6H); (M+1)+=330. Reaction SMILES: C([O:3][C:4]([C:6]1[C:7]2[CH:8]=[CH:9][C:10]([CH2:16]P(OCC)(OCC)=O)=[N:11][C:12]=2[CH:13]=[CH:14][CH:15]=1)=[O:5])C.[H-].[Na+].[O:27]1[CH2:32][CH2:31][N:30]([C:33]2[C:34]3[N:35]([C:39]([C:44]4[CH:49]=[CH:48][CH:47]=[CH:46][CH:45]=4)=[C:40]([CH:42]=O)[N:41]=3)[N:36]=[CH:37][CH:38]=2)[CH2:29][CH2:28]1>C1COCC1>[O:27]1[CH2:28][CH2:29][N:30]([C:33]2[C:34]3[N:35]([C:39]([C:44]4[CH:45]=[CH:46][CH:47]=[CH:48][CH:49]=4)=[C:40](/[CH:42]=[CH:16]/[C:10]4[CH:9]=[CH:8][C:7]5[C:6]([C:4]([OH:3])=[O:5])=[CH:15][CH:14]=[CH:13][C:12]=5[N:11]=4)[N:41]=3)[N:36]=[CH:37][CH:38]=2)[CH2:31][CH2:32]1 |f:1.2|. Product: O1CCN(CC1)C=1C=2N(N=CC1)C(=C(N2)/C=C/C2=NC=1C=CC=C(C1C=C2)C(=O)O)C2=CC=CC=C2 ((E)-2-(2-(8-Morpholino-3-phenylimidazo[1,2-b]pyridazin-2-yl)vinyl)quinoline-5-carboxylic acid). Procedure details: A solution of compound 73d (119 mg, 0.339 mmol) in THF (6 mL) was treated with NaH (36.9 mg, 0.924 mmol) at 0° C. and the resulting mixture was allowed to warm to room temperature over 10 min. Compound 74a (95.0 mg, 0.308 mmol) was then added in one portion and the resultant mixture was heated to 55° C. for 1 h. The reaction was allowed to cool to rt, quenched with saturated sodium bicarbonate (2 mL) and extracted with DCM (10 mL). The DCM layer was separated, dried over Na2SO4, filtered, and co... The solvent is C1CCOC1 (THF). Starting materials: C(C)OC(=O)C=1C=2C=CC(=NC2C=CC1)CP(=O)(OCC)OCC (Ethyl-2-[(diethoxyphosphoryl]methyl)quinoline-5-carboxylate), [H-].[Na+] (NaH), resultant mixture, O1CCN(CC1)C=1C=2N(N=CC1)C(=C(N2)C=O)C2=CC=CC=C2 (8-Morpholino-3-phenylimidazo[1,2-b]pyridazine-2-carbaldehyde). Reactants: COC(=O)C1=NN(C(=C1)C1=NC=CC=C1)C=1N=NC(=CC1)OC (1-(6-Methoxy-3-pyridazinyl)-5-(2-pyridyl)pyrazole-3-carboxylic acid methyl ester), Cl (hydrochloric acid), C(Cl)(Cl)Cl.CO (chloroform methanol). Solvent: CO (methanol), O1CCCC1 (tetrahydrofuran), [OH-].[Na+] (sodium hydroxide). Conditions: time 2.5 hour. The product is COC1=CC=C(N=N1)N1N=C(C=C1C1=NC=CC=C1)C(=O)O (1-(6-Methoxy-3-pyridazinyl)-5-(2-pyridyl)pyrazole-3-carboxylic acid). Isolated yield 67.6%. As a reaction SMILES: C[O:2][C:3]([C:5]1[CH:9]=[C:8]([C:10]2[CH:15]=[CH:14][CH:13]=[CH:12][N:11]=2)[N:7]([C:16]2[N:17]=[N:18][C:19]([O:22][CH3:23])=[CH:20][CH:21]=2)[N:6]=1)=[O:4].Cl.C(Cl)(Cl)Cl.CO>CO.O1CCCC1.[OH-].[Na+]>[CH3:23][O:22][C:19]1[N:18]=[N:17][C:16]([N:7]2[C:8]([C:10]3[CH:15]=[CH:14][CH:13]=[CH:12][N:11]=3)=[CH:9][C:5]([C:3]([OH:4])=[O:2])=[N:6]2)=[CH:21][CH:20]=1 |f:2.3,6.7|. Procedure: 1-(6-Methoxy-3-pyridazinyl)-5-(2-pyridyl)pyrazole-3-carboxylic acid methyl ester (2.20 g) obtained in Method B step 3) of Referential Example 139 was dissolved in a solvent mixture of methanol (30 mL) and tetrahydrofuran (30 mL), and 1N aqueous sodium hydroxide (15 mL) was added to the solution at room temperature, followed by stirring for 2.5 hours. Under cooling with ice, 1N aqueous hydrochloric acid (15 mL) and a solvent mixture of chloroform-methanol (10:1) were added to the reaction mixture...